Dataset: the Open Reaction Database (ORD), a public repository of structured organic reaction records. Task: describe an organic reaction: reactants, conditions, products, and yield Reactants: BrCCl (bromochloromethane), tetra-N-butyl ammonium bromide, sodium sulfinate, FC1=CC=C(C=C1)S(=O)(=O)Cl (4-fluoro-benzenesulfonyl chloride), S(=O)([O-])[O-].[Na+].[Na+] (sodium sulfite), C([O-])(O)=O.[Na+] (sodium bicarbonate). The solvent is O (water). Conditions: temperature 100 celsius. The product is ClCS(=O)(=O)C1=CC=C(C=C1)F (1-Chloromethanesulfonyl-4-fluoro-benzene). RXN SMILES: [F:1][C:2]1[CH:7]=[CH:6][C:5]([S:8](Cl)(=[O:10])=[O:9])=[CH:4][CH:3]=1.S([O-])([O-])=O.[Na+].[Na+].C(=O)(O)[O-].[Na+].Br[CH2:24][Cl:25]>O>[Cl:25][CH2:24][S:8]([C:5]1[CH:6]=[CH:7][C:2]([F:1])=[CH:3][CH:4]=1)(=[O:10])=[O:9] |f:1.2.3,4.5|. Reported procedure: A stirred mixture of 4-fluoro-benzenesulfonyl chloride (10.16 g, 52.2 mmol), sodium sulfite (12.25 g, 97.1 mmol) and sodium bicarbonate (8.02 g, 95.5 mmol) in water (55 mL) is heated at 100° C. for 1 h. The crude sodium sulfinate solution is allowed to cool for 30 min and then treated with bromochloromethane (60 mL) and tetra-N-butyl ammonium bromide (1.68 g, 5.22 mmol). The resulting mixture is heated at 75° C. overnight. The organic layer was separated. The aqueous solution was extracted with ... Reactants: N1=C(C=CC=C1)CC1=CC=C(C=C1)NC(=O)C=1COC2=C(C1)C=C(C=C2)C2=CC=C(C=C2)C (N-[4—(2-pyridylmethyl)phenyl]-6—(4-methylphenyl)-2H-1-benzopyran-3-carboxamide), ClC1=CC(=CC=C1)C(=O)OO (3-chloroperbenzoic acid). The solvent is O1CCCC1 (tetrahydrofuran). Reaction conditions: time 14 hour. Yields the product [O-][N+]1=C(C=CC=C1)CC1=CC=C(C=C1)NC(=O)C=1COC2=C(C1)C=C(C=C2)C2=CC=C(C=C2)C (N-[4—(1-oxidopyridin-2-ylmethyl)phenyl]-6—(4-methylphenyl)-2H-1-benzopyran-3-carboxamide). The yield is 73.7%. As a reaction SMILES: [N:1]1[CH:6]=[CH:5][CH:4]=[CH:3][C:2]=1[CH2:7][C:8]1[CH:13]=[CH:12][C:11]([NH:14][C:15]([C:17]2[CH2:18][O:19][C:20]3[CH:26]=[CH:25][C:24]([C:27]4[CH:32]=[CH:31][C:30]([CH3:33])=[CH:29][CH:28]=4)=[CH:23][C:21]=3[CH:22]=2)=[O:16])=[CH:10][CH:9]=1.ClC1C=CC=C(C(OO)=[O:42])C=1>O1CCCC1>[O-:42][N+:1]1[CH:6]=[CH:5][CH:4]=[CH:3][C:2]=1[CH2:7][C:8]1[CH:9]=[CH:10][C:11]([NH:14][C:15]([C:17]2[CH2:18][O:19][C:20]3[CH:26]=[CH:25][C:24]([C:27]4[CH:28]=[CH:29][C:30]([CH3:33])=[CH:31][CH:32]=4)=[CH:23][C:21]=3[CH:22]=2)=[O:16])=[CH:12][CH:13]=1. Procedure details: To a solution of N-[4—(2-pyridylmethyl)phenyl]-6—(4-methylphenyl)-2H-1-benzopyran-3-carboxamide (250 mg) in tetrahydrofuran (10 ml) was added 3-chloroperbenzoic acid (70%, 0.21 g) at 0° C., and the mixture was stirred at room temperature for 14 hours. To the reaction mixture was added sodiumithiosulfate solution, and the mixture was stirred for a few minutes. The mixture was extracted with ethyl acetate. The organic layer was washed with saturated sodium bicarbonate solution and saturated sodium... The reactants are BrC(c1ccccc1)c1ccccc1, CCCCCCCNC(=O)Nc1ccccc1C(=O)NC1CCCNC1, CS(C)=O, [K+], [K+], [Na+], O=C([O-])[O-], O=C([O-])O. The product is CCCCCCCNC(=O)Nc1ccccc1C(=O)NC1CCCN(C(c2ccccc2)c2ccccc2)C1. As a reaction SMILES: [Br:1][CH:2]([c:3]1[cH:4][cH:5][cH:6][cH:7][cH:8]1)[c:9]1[cH:10][cH:11][cH:12][cH:13][cH:14]1.[CH2:15]([CH2:16][CH2:17][CH2:18][CH2:19][CH2:20][CH3:21])[NH:22][C:23]([NH:24][c:25]1[c:26]([C:27](=[O:28])[NH:29][CH:30]2[CH2:31][NH:32][CH2:33][CH2:34][CH2:35]2)[cH:36][cH:37][cH:38][cH:39]1)=[O:40].[CH3:52][S:53]([CH3:54])=[O:55].[K+:41].[K+:42].[Na+:51].[O-:43][C:44]([O-:45])=[O:46].[O-:47][C:48]([OH:49])=[O:50]>>[CH:2]([c:3]1[cH:4][cH:5][cH:6][cH:7][cH:8]1)([c:9]1[cH:10][cH:11][cH:12][cH:13][cH:14]1)[N:32]1[CH2:31][CH:30]([NH:29][C:27]([c:26]2[c:25]([NH:24][C:23]([NH:22][CH2:15][CH2:16][CH2:17][CH2:18][CH2:19][CH2:20][CH3:21])=[O:40])[cH:39][cH:38][cH:37][cH:36]2)=[O:28])[CH2:35][CH2:34][CH2:33]1. Reactants: poly-N-benzoylethylenimine, Cl(=O)(=O)(=O)O (perchloric acid), C1(=CC=CC=C1)C=1OCCN1 (2-phenyl-2-oxazoline), Cl (hydrochloric acid), [OH-].[Na+] (caustic soda). The product is C1(=CC=CC=C1)C1OCC=N1 (2-phenyl-3-oxazoline), anhydrous polymer. Isolated yield 88.0%. RXN SMILES: Cl(O)(=O)(=O)=O.[C:6]1([C:12]2[O:13][CH2:14][CH2:15][N:16]=2)[CH:11]=[CH:10][CH:9]=[CH:8][CH:7]=1.Cl.[OH-].[Na+]>>[C:6]1([CH:12]2[N:16]=[CH:15][CH2:14][O:13]2)[CH:7]=[CH:8][CH:9]=[CH:10][CH:11]=1 |f:3.4|. Procedure details: 50 g of 2-phenyl-3-oxazoline are polymerized at the temperature of 150° C. for 40 minutes in the presence of an equimolar complex of perchloric acid with 2-phenyl-2-oxazoline taken in the ratio of the monomer to the initiator equal to 100:1. The resulting poly-N-benzoylethylenimine is hydrolyzed first with an aqueous solution of hydrochloric acid at reflux. The thus-prepared polymer is boiled in a solution of caustic soda. Linear polyethylenimine is dried over phosphorus pentoxide to give 12.8 g...